Dataset: the Open Reaction Database (ORD), a public repository of structured organic reaction records. Task: describe an organic reaction: reactants, conditions, products, and yield Starting materials: OO (hydrogen peroxide), C(C)(C)(C)C1=CC=C(C=C1)C=C(CN1CCCCC1)C (1-[3-(p-tert.butyl-phenyl)-2-methyl-2-propenyl]-piperidine), OO (hydrogen peroxide). The reagents and catalysts are [Pt] (platinum sponge). Solvent: C(C)(C)O (isopropanol). Run at temperature 40 celsius, time 24 hour. Product: C(C)(C)(C)C1=CC=C(C=C1)C=C(C[N+]1(CCCCC1)[O-])C (1-[3-(p-tert.butyl-phenyl)-2-methyl-2-propenyl]-piperidine-1-oxide), hydrate. Reaction SMILES: [OH:1]O.[C:3]([C:7]1[CH:12]=[CH:11][C:10]([CH:13]=[C:14]([CH3:22])[CH2:15][N:16]2[CH2:21][CH2:20][CH2:19][CH2:18][CH2:17]2)=[CH:9][CH:8]=1)([CH3:6])([CH3:5])[CH3:4]>C(O)(C)C.[Pt]>[C:3]([C:7]1[CH:12]=[CH:11][C:10]([CH:13]=[C:14]([CH3:22])[CH2:15][N+:16]2([O-:1])[CH2:17][CH2:18][CH2:19][CH2:20][CH2:21]2)=[CH:9][CH:8]=1)([CH3:6])([CH3:4])[CH3:5]. Procedure details: 5.4 g of 30% hydrogen peroxide are added dropwise at 40° C. to a solution of 5.4 g of 1-[3-(p-tert.butyl-phenyl)-2-methyl-2-propenyl]-piperidine in 40 ml of isopropanol, this addition being repeated after 24 hours. After stirring at 40° C. for 60 hours, the mixture is cooled and the excess hydrogen peroxide is decomposed by the addition of platinum sponge. The solution is filtered, the filtrate is evaporated, the residue is taken up in 50 ml of water and extracted with hexane. The aqueous soluti... Reactants: O.C1(=CC=C(C=C1)S(=O)(=O)O)C (p-toluenesulfonic acid monohydrate), Br.BrCC(=O)C1(CCNCC1)C1=CC=CC=C1 (4-(2-Bromoacetyl)-4-phenylpiperidine hydrobromide), CN(C(=S)N)C (1,1-Dimethylthiourea). Solvent: CC(=O)C (acetone), CC(=O)C (acetone), CCO (EtOH). The product is C1(=CC=C(C=C1)S(=O)(=O)O)C.CN(C=1SC=C(N1)C1(CCNCC1)C1=CC=CC=C1)C (4-[2-(Dimethylamino)thiazol-4-yl]-4-phenylpiperidine p-toluenesulfonate). Yield: 76.3%. As a reaction SMILES: Br.Br[CH2:3][C:4]([C:6]1([C:12]2[CH:17]=[CH:16][CH:15]=[CH:14][CH:13]=2)[CH2:11][CH2:10][NH:9][CH2:8][CH2:7]1)=O.[CH3:18][N:19]([CH3:23])[C:20]([NH2:22])=[S:21].O.[C:25]1([CH3:35])[CH:30]=[CH:29][C:28]([S:31]([OH:34])(=[O:33])=[O:32])=[CH:27][CH:26]=1>CCO.CC(C)=O>[C:25]1([CH3:35])[CH:26]=[CH:27][C:28]([S:31]([OH:34])(=[O:32])=[O:33])=[CH:29][CH:30]=1.[CH3:18][N:19]([CH3:23])[C:20]1[S:21][CH:3]=[C:4]([C:6]2([C:12]3[CH:17]=[CH:16][CH:15]=[CH:14][CH:13]=3)[CH2:11][CH2:10][NH:9][CH2:8][CH2:7]2)[N:22]=1 |f:0.1,3.4,7.8|. Procedure details: A mixture of 7.26 g of the compound obtained in step B) and 2.08 g of the compound obtained in step A) in 150 ml of EtOH is refluxed for 1 hour 30 minutes. After cooling to RT, the mixture is concentrated under vacuum, the residue is taken up with water, rendered alkaline to pH 10 by the addition of 10% NaOH solution and extracted with DCM, the organic phase is washed with 10% NaOH solution and with saturated NaCl solution and dried over MgSO4 and the solvent is evaporated off under vacuum. The ... Product: C(C)(C)(C)C=1C=C(C(=C(C1)N1C(CC1)=O)OC)[N+](=O)[O-] (1-(5-tert-butyl-2-methoxy-3-nitro-phenyl)-azetidin-2-one). Reaction conditions: temperature 100 celsius, time 20 hour. Reported procedure: An oven-dried Schlenk tube was charged with the above nitroanisole (500 mg, 1.74 mmol), 2-azetidinone (150 mg, 2.1 mmol), tris(dibenzylideneacetone) dipalladium(0) (32 mg, 0.035 mmol), 4,5-bis(diphenylphosphino)-9,9-dimethylxanthene (58 mg, 0.1 mmol) and cesium carbonate (795 mg, 2.44 mmol). The tube was capped with a rubber septum, purged with argon and 1,4-dioxane (7 mL) was then added through the septum via a syringe. The tube was sealed with a teflon screwcap and the reaction mixture was sti... Reactants: BrC1=C(C(=CC(=C1)C(C)(C)C)[N+](=O)[O-])OC (2-bromo-4-tert-butyl-6-nitroanisole), N1C(CC1)=O (2-azetidinone), C([O-])([O-])=O.[Cs+].[Cs+] (cesium carbonate). As a reaction SMILES: Br[C:2]1[CH:7]=[C:6]([C:8]([CH3:11])([CH3:10])[CH3:9])[CH:5]=[C:4]([N+:12]([O-:14])=[O:13])[C:3]=1[O:15][CH3:16].[NH:17]1[CH2:20][CH2:19][C:18]1=[O:21].C(=O)([O-])[O-].[Cs+].[Cs+]>[Pd].[Pd].C(=CC(C=CC1C=CC=CC=1)=O)C1C=CC=CC=1.C(=CC(C=CC1C=CC=CC=1)=O)C1C=CC=CC=1.C(=CC(C=CC1C=CC=CC=1)=O)C1C=CC=CC=1.C1(P(C2C=CC=CC=2)C2C3OC4C(=CC=CC=4P(C4C=CC=CC=4)C4C=CC=CC=4)C(C)(C)C=3C=CC=2)C=CC=CC=1>[C:8]([C:6]1[CH:5]=[C:4]([N+:12]([O-:14])=[O:13])[C:3]([O:15][CH3:16])=[C:2]([N:17]2[CH2:20][CH2:19][C:18]2=[O:21])[CH:7]=1)([CH3:11])([CH3:10])[CH3:9] |f:2.3.4,5.6.7.8.9|. The yield is 106.6%. The reagents and catalysts are [Pd].[Pd].C(C1=CC=CC=C1)=CC(=O)C=CC1=CC=CC=C1.C(C1=CC=CC=C1)=CC(=O)C=CC1=CC=CC=C1.C(C1=CC=CC=C1)=CC(=O)C=CC1=CC=CC=C1 (tris(dibenzylideneacetone) dipalladium(0)), C1(=CC=CC=C1)P(C1=CC=CC=2C(C3=CC=CC(=C3OC12)P(C1=CC=CC=C1)C1=CC=CC=C1)(C)C)C1=CC=CC=C1 (4,5-bis(diphenylphosphino)-9,9-dimethylxanthene). Starting materials: CN1C(NC2=CC=C(C=C2C1=O)Cl)=O (3-methyl-6-chloro-1,2,3,4-tetrahydro-2,4-dioxoquinazoline), C(C)C1=NC(=NO1)C[N+]#[C-] (5-ethyl-3-isocyanomethyl-1,2,4-oxadiazole). Product: C(C)C1=NC(=NO1)C=1N=CN2C1N(C(C1=CC(=CC=C21)Cl)=O)C (3-(5-ethyl-1,2,4-oxadiazol-3-yl)-4,5-dihydro-4-methyl-5-oxo-7-chloro-imidazo(1,5-a)quinazoline). As a reaction SMILES: [CH3:1][N:2]1[C:11](=[O:12])[C:10]2[C:5](=[CH:6][CH:7]=[C:8]([Cl:13])[CH:9]=2)[NH:4][C:3]1=O.[CH2:15]([C:17]1[O:21][N:20]=[C:19]([CH2:22][N+:23]#[C-:24])[N:18]=1)[CH3:16]>>[CH2:15]([C:17]1[O:21][N:20]=[C:19]([C:22]2[N:23]=[CH:24][N:4]3[C:5]4[C:10](=[CH:9][C:8]([Cl:13])=[CH:7][CH:6]=4)[C:11](=[O:12])[N:2]([CH3:1])[C:3]=23)[N:18]=1)[CH3:16]. Reported procedure: M.p. 196°-198° C. by reaction between 3-methyl-6-chloro-1,2,3,4-tetrahydro-2,4-dioxoquinazoline and 5-ethyl-3-isocyanomethyl-1,2,4-oxadiazole. As a reaction SMILES: [C:1]([O:2][C:3](=[O:4])[CH2:5][CH2:6][CH:7]=[CH2:8])(=[O:9])[CH2:10][CH2:11][CH:12]=[CH2:13].[CH2:16]1[O:17][CH2:18][CH2:19][CH2:20]1.[CH2:21]([c:22]1[cH:23][cH:24][cH:25][cH:26][cH:27]1)[O:28][C:29]([CH:30]([NH:31][C:32](=[O:33])[CH:34]([NH:35][C:36]([O:37][CH2:38][c:39]1[cH:40][cH:41][cH:42][cH:43][cH:44]1)=[O:45])[CH2:46][CH:47]=[CH2:48])[CH:49]([CH3:50])[CH3:51])=[O:52].[Li+:15].[O:53]=[CH:54][N:55]([CH3:56])[CH3:57].[OH-:14]>>[CH2:21]([c:22]1[cH:23][cH:24][cH:25][cH:26][cH:27]1)[O:28][C:29]([CH:30]([NH2:31])[CH:49]([CH3:50])[CH3:51])=[O:52]. Product: CC(C)C(N)C(=O)OCc1ccccc1. The reactants are C=CCCC(=O)OC(=O)CCC=C, C1CCOC1, C=CCC(NC(=O)OCc1ccccc1)C(=O)NC(C(=O)OCc1ccccc1)C(C)C, [Li+], CN(C)C=O, [OH-]. Starting materials: N1[C@@H](CCC1=O)C(=O)OCC1=CC=CC=C1 (benzyl (L)-pyroglutamate), [H-].[Na+] (sodium hydride), COC=1C=C(C=CC1OC)CC(=O)Cl (3,4-dimethoxyphenylacetyl chloride). Solvent: C1=CC=CC=C1 (benzene), C1=CC=CC=C1 (benzene), C1=CC=CC=C1 (benzene). Run at temperature 55 celsius, time 1 hour. Product: COC=1C=C(C=CC1OC)CC(=O)N1[C@@H](CCC1=O)C(=O)OCC1=CC=CC=C1 (benzyl N-(3,4-dimethoxyphenylacetyl)-(L)-pyroglutamate). Reaction SMILES: [NH:1]1[C:5](=[O:6])[CH2:4][CH2:3][C@H:2]1[C:7]([O:9][CH2:10][C:11]1[CH:16]=[CH:15][CH:14]=[CH:13][CH:12]=1)=[O:8].[H-].[Na+].[CH3:19][O:20][C:21]1[CH:22]=[C:23]([CH2:29][C:30](Cl)=[O:31])[CH:24]=[CH:25][C:26]=1[O:27][CH3:28]>C1C=CC=CC=1>[CH3:19][O:20][C:21]1[CH:22]=[C:23]([CH2:29][C:30]([N:1]2[C:5](=[O:6])[CH2:4][CH2:3][C@H:2]2[C:7]([O:9][CH2:10][C:11]2[CH:16]=[CH:15][CH:14]=[CH:13][CH:12]=2)=[O:8])=[O:31])[CH:24]=[CH:25][C:26]=1[O:27][CH3:28] |f:1.2|. Procedure: A solution of 17.5 g (80 mmol) of benzyl (L)-pyroglutamate, prepared according to Example II(1), in 150 ml of benzene is added over 1 hour to a suspension of 3.85 g (80 mmol) of sodium hydride in 15 ml of dry benzene. After stirring for 1 hour at ordinary temperature, a solution of 17.2 g (80 mmol) of 3,4-dimethoxyphenylacetyl chloride in 150 ml of benzene is run in. The mixture is heated at 55° C. for 6 hours and stirred at ordinary temperature for 15 hours, washed with 2×120 ml of water, dried... Reactants: CC(C)=O, COc1ccccc1OCC1SCCN1C(=O)CCl, [I-], [Na+], O. Yields the product COc1ccccc1OCC1SCCN1C(=O)CI. As a reaction SMILES: [CH3:23][C:24](=[O:25])[CH3:26].[Cl:1][CH2:2][C:3](=[O:4])[N:5]1[CH:6]([CH2:10][O:11][c:12]2[c:13]([O:18][CH3:19])[cH:14][cH:15][cH:16][cH:17]2)[S:7][CH2:8][CH2:9]1.[I-:21].[Na+:20].[OH2:22]>>[CH2:2]([C:3](=[O:4])[N:5]1[CH:6]([CH2:10][O:11][c:12]2[c:13]([O:18][CH3:19])[cH:14][cH:15][cH:16][cH:17]2)[S:7][CH2:8][CH2:9]1)[I:21].